From a dataset of the Open Reaction Database (ORD), a public repository of structured organic reaction records. describe an organic reaction: reactants, conditions, products, and yield Starting materials: O=C([O-])[O-], CC#N, CCCCCCCCI, [K+], [K+], O=C1CCc2cc(O)ccc21. Yields the product CCCCCCCCOc1ccc2c(c1)CCC2=O. Reaction SMILES: [C:21](=[O:22])([O-:23])[O-:24].[CH3:27][C:28]#[N:29].[I:12][CH2:13][CH2:14][CH2:15][CH2:16][CH2:17][CH2:18][CH2:19][CH3:20].[K+:25].[K+:26].[OH:1][c:2]1[cH:3][c:4]2[c:8]([cH:9][cH:10]1)[C:7](=[O:11])[CH2:6][CH2:5]2>>[O:1]([c:2]1[cH:3][c:4]2[c:8]([cH:9][cH:10]1)[C:7](=[O:11])[CH2:6][CH2:5]2)[CH2:13][CH2:14][CH2:15][CH2:16][CH2:17][CH2:18][CH2:19][CH3:20]. The reactants are C1(=CC=CC=C1)C=1OC(=CC1C#N)C1=CC=CC=C1 (2,5-diphenylfuran-3-carbonitrile), [OH-].[Na+] (NaOH), O (Water). Solvent: C(CO)O (ethylene glycol). The product is C1(=CC=CC=C1)C=1OC(=CC1C(=O)O)C1=CC=CC=C1 (2,5-diphenylfuran-3-carboxylic acid). Reaction SMILES: [C:1]1([C:7]2[O:8][C:9]([C:14]3[CH:19]=[CH:18][CH:17]=[CH:16][CH:15]=3)=[CH:10][C:11]=2[C:12]#N)[CH:6]=[CH:5][CH:4]=[CH:3][CH:2]=1.[OH2:20].[OH-:21].[Na+]>C(O)CO>[C:1]1([C:7]2[O:8][C:9]([C:14]3[CH:19]=[CH:18][CH:17]=[CH:16][CH:15]=3)=[CH:10][C:11]=2[C:12]([OH:21])=[O:20])[CH:6]=[CH:5][CH:4]=[CH:3][CH:2]=1 |f:2.3|. Procedure details: A suspension of 2,5-diphenylfuran-3-carbonitrile (0.87 g, 3.56 mmol) in ethylene glycol and 3M NaOH (10 ml) was heated at reflux for 3 days. Water was added to the reaction mixture and extracted into CH2Cl2. The organic layer was dried with MgSO4, filtered and concentrated to provide 2,5-diphenylfuran-3-carboxylic acid (intermediate XXVIf, 900 mg) as white solid.